From a dataset of the Open Reaction Database (ORD), a public repository of structured organic reaction records. describe an organic reaction: reactants, conditions, products, and yield Starting materials: C(OCC1=CC=CC=C1)(=O)Cl (benzyl chlorocarbonate), C(C)(C)N(C(C)C)CC (N,N-diisopropyl ethyl amine), NCC(COC)O (rac-1-amino-3-methoxypropan-2-ol), C(OCC1=CC=CC=C1)(=O)Cl (benzyl chlorocarbonate), CN(C)C=O (DMF). The reagents and catalysts are CN(C1=CC=NC=C1)C (4-dimethylaminopyridine). Solvent: C1CCOC1 (THF). Run at time 16 hour. Yields the product OC(CNC(OCC1=CC=CC=C1)=O)COC (rac-Benzyl (2-hydroxy-3-methoxypropyl)carbamate). Reaction SMILES: [NH2:1][CH2:2][CH:3]([OH:7])[CH2:4][O:5][CH3:6].[C:8](Cl)(=[O:17])[O:9][CH2:10][C:11]1[CH:16]=[CH:15][CH:14]=[CH:13][CH:12]=1.C(N(CC)C(C)C)(C)C.CN(C=O)C>C1COCC1.CN(C)C1C=CN=CC=1>[OH:7][CH:3]([CH2:4][O:5][CH3:6])[CH2:2][NH:1][C:8](=[O:17])[O:9][CH2:10][C:11]1[CH:16]=[CH:15][CH:14]=[CH:13][CH:12]=1. Procedure details: 5.0 g (47.6 mmol) of rac-1-amino-3-methoxypropan-2-ol were initially charged in THF (158 ml), and 7.36 ml (52.3 mmol) of benzyl chlorocarbonate, 24.85 ml (142.7 mmol) of N,N-diisopropyl ethyl amine and 1.16 g (9.5 mmol) of 4-dimethylaminopyridine were added. The reaction mixture was stirred at RT for 16 h. 3.7 ml (26.2 mmol) of benzyl chlorocarbonate and then 15 ml of DMF were added, and the reaction solution was stirred at RT overnight. The mixture was concentrated and diluted with ethyl acetat... The reactants are ClC1=CNC2=CC=CC(=C12)CCCC1=C(OCCNC(C)(C)C)C=CC=C1 (N-[2-{2-(3-[3-chloro-1H-indol-4-yl]-propyl)-phenoxy}-ethyl]-2-methyl-2-propanamine), Cl (hydrochloric acid), [OH-].[Na+] (sodium hydroxide). The solvent is O (water), C(C)O (ethanol). Reaction conditions: time 19 hour. Product: CC(C)(C)NCCOC1=C(C=CC=C1)CCCC1=C2CC(NC2=CC=C1)=O (1,3-dihydro-4-[3-(2-{2-[1,1-dimethylethylamino]-ethoxy}-phenyl)-propyl]-2H-indol-2-one). Reaction SMILES: Cl[C:2]1[C:10]2[C:5](=[CH:6][CH:7]=[CH:8][C:9]=2[CH2:11][CH2:12][CH2:13][C:14]2[CH:27]=[CH:26][CH:25]=[CH:24][C:15]=2[O:16][CH2:17][CH2:18][NH:19][C:20]([CH3:23])([CH3:22])[CH3:21])[NH:4][CH:3]=1.Cl.[OH-:29].[Na+]>C(O)C.O>[CH3:21][C:20]([NH:19][CH2:18][CH2:17][O:16][C:15]1[CH:24]=[CH:25][CH:26]=[CH:27][C:14]=1[CH2:13][CH2:12][CH2:11][C:9]1[CH:8]=[CH:7][CH:6]=[C:5]2[C:10]=1[CH2:2][C:3](=[O:29])[NH:4]2)([CH3:23])[CH3:22] |f:2.3|. Procedure details: A mixture of 3.76 g of the product of Step A in 94 ml of 94% ethanol and 94 ml of aqueous N hydrochloric acid was stirred under an inert atmosphere for 19 hours and was diluted with water and iced. The mixture was made alkaline by addition of 32% sodium hydroxide solution and was extracted with ethyl acetate. The organic phase was washed with water, dried over a deshydrant, filtered and evaporated to dryness. The residue was chromatographed over silica and eluted with a 9-1 ethyl acetate-triethy...